Dataset: the Open Reaction Database (ORD), a public repository of structured organic reaction records. Task: describe an organic reaction: reactants, conditions, products, and yield The reactants are CC(=O)OC(C)=O, CC(=O)O, Cc1nc2c(C)cccn2c(=O)c1CCN1CCC(c2n[nH]c3cc(F)ccc23)CC1. Yields the product CC(=O)n1nc(C2CCN(CCc3c(C)nc4c(C)cccn4c3=O)CC2)c2ccc(F)cc21. Reaction SMILES: [CH3:32][C:33](=[O:34])[O:35][C:36](=[O:37])[CH3:38].[CH3:39][C:40](=[O:41])[OH:42].[F:1][c:2]1[cH:3][cH:4][c:5]2[c:6]([CH:11]3[CH2:12][CH2:13][N:14]([CH2:17][CH2:18][c:19]4[c:20]([CH3:31])[n:21][c:22]5[n:23]([c:24]4=[O:25])[cH:26][cH:27][cH:28][c:29]5[CH3:30])[CH2:15][CH2:16]3)[n:7][nH:8][c:9]2[cH:10]1>>[F:1][c:2]1[cH:3][cH:4][c:5]2[c:6]([CH:11]3[CH2:12][CH2:13][N:14]([CH2:17][CH2:18][c:19]4[c:20]([CH3:31])[n:21][c:22]5[n:23]([c:24]4=[O:25])[cH:26][cH:27][cH:28][c:29]5[CH3:30])[CH2:15][CH2:16]3)[n:7][n:8]([C:33]([CH3:32])=[O:34])[c:9]2[cH:10]1. The reactants are ClC1=CC=C(C=C1)C=1N(CC(N1)(CSC1=CC=CC=C1)O)C1=CC=C(C=C1)S(=O)(=O)C (2-(4-chlorophenyl)-4-hydroxy-1-[4-(methylsulfonyl)phenyl]-4-[(phenylthio)methyl]-4,5-dihydro-1H-imidazole), O.C1(=CC=C(C=C1)S(=O)(=O)O)C (p-toluenesulfonic acid monohydrate). Run in C1(=CC=CC=C1)C (toluene). The product is ClC1=CC=C(C=C1)C=1N(C=C(N1)CSC1=CC=CC=C1)C1=CC=C(C=C1)S(=O)(=O)C (2-(4-chlorophenyl)-4-[(phenylthio)methyl]-1-[4-(methylsulfonyl)phenyl]-1H-imidazole). As a reaction SMILES: [Cl:1][C:2]1[CH:7]=[CH:6][C:5]([C:8]2[N:9]([C:22]3[CH:27]=[CH:26][C:25]([S:28]([CH3:31])(=[O:30])=[O:29])=[CH:24][CH:23]=3)[CH2:10][C:11](O)([CH2:13][S:14][C:15]3[CH:20]=[CH:19][CH:18]=[CH:17][CH:16]=3)[N:12]=2)=[CH:4][CH:3]=1.O.C1(C)C=CC(S(O)(=O)=O)=CC=1>C1(C)C=CC=CC=1>[Cl:1][C:2]1[CH:3]=[CH:4][C:5]([C:8]2[N:9]([C:22]3[CH:23]=[CH:24][C:25]([S:28]([CH3:31])(=[O:30])=[O:29])=[CH:26][CH:27]=3)[CH:10]=[C:11]([CH2:13][S:14][C:15]3[CH:20]=[CH:19][CH:18]=[CH:17][CH:16]=3)[N:12]=2)=[CH:6][CH:7]=1 |f:1.2|. Reported procedure: A mixture of 2-(4-chlorophenyl)-4-hydroxy-1-[4-(methylsulfonyl)phenyl]-4-[(phenylthio)methyl]-4,5-dihydro-1H-imidazole (1 mmol) and p-toluenesulfonic acid monohydrate (100 mg) in toluene (70 mL) is heated to reflux for 48 hours. The reaction mixture is cooled and the solvent removed under reduced pressure. The crude residue is redissolved in methylene chloride and washed with water, aqueous sodium bicarbonate and brine. After drying (Na2SO4), filtration and concentration in vacuo, the crude mixt... Reactants: CCOC(=O)C(C)Br, O=C([O-])[O-], CC#N, NC(=O)C(=Nc1cc(O)c(Cl)cc1Cl)N1CCCC1, [K+], [K+]. Product: CCOC(=O)C(C)Oc1cc(N=C(C(N)=O)N2CCCC2)c(Cl)cc1Cl. RXN SMILES: [Br:26][CH:27]([C:28](=[O:29])[O:30][CH2:31][CH3:32])[CH3:33].[C:20](=[O:21])([O-:22])[O-:23].[CH3:34][C:35]#[N:36].[Cl:1][c:2]1[c:3]([N:10]=[C:11]([C:12](=[O:13])[NH2:14])[N:15]2[CH2:16][CH2:17][CH2:18][CH2:19]2)[cH:4][c:5]([OH:9])[c:6]([Cl:8])[cH:7]1.[K+:24].[K+:25]>>[Cl:1][c:2]1[c:3]([N:10]=[C:11]([C:12](=[O:13])[NH2:14])[N:15]2[CH2:16][CH2:17][CH2:18][CH2:19]2)[cH:4][c:5]([O:9][CH:27]([C:28](=[O:29])[O:30][CH2:31][CH3:32])[CH3:33])[c:6]([Cl:8])[cH:7]1. Starting materials: CS(=O)(=O)OCCC1OCCc2cc(C(N)=O)ccc21, N#Cc1ccc2c(c1)CCOC2CCO. Yields the product CS(=O)(=O)OCCC1OCCc2cc(C#N)ccc21. RXN SMILES: [CH3:16][S:17](=[O:18])(=[O:19])[O:20][CH2:21][CH2:22][CH:23]1[O:24][CH2:25][CH2:26][c:27]2[c:28]1[cH:29][cH:30][c:31]([C:33](=[O:34])[NH2:35])[cH:32]2.[OH:1][CH2:2][CH2:3][CH:4]1[c:5]2[cH:6][cH:7][c:8]([C:9]#[N:10])[cH:11][c:12]2[CH2:13][CH2:14][O:15]1>>[CH3:16][S:17](=[O:18])(=[O:19])[O:20][CH2:21][CH2:22][CH:23]1[O:24][CH2:25][CH2:26][c:27]2[c:28]1[cH:29][cH:30][c:31]([C:33]#[N:35])[cH:32]2. Reactants: C(#N)C[C@H](CC(=O)O)O ((R)-4-cyano-3-hydroxybutyric acid), S(O)(O)(=O)=O (sulfuric acid), C(C(C)C)O (isobutanol), C([O-])([O-])=O.[Na+].[Na+] (sodium carbonate). The product is C(C(C)C)OC(C[C@@H](CC#N)O)=O ((R)-4-cyano-3-hydroxybutyric acid isobutyl ester). Isolated yield 92.0%. RXN SMILES: [C:1]([CH2:3][C@@H:4]([OH:9])[CH2:5][C:6]([OH:8])=[O:7])#[N:2].S(=O)(=O)(O)O.C(=O)([O-])[O-].[Na+].[Na+].[CH2:21](O)[CH:22]([CH3:24])[CH3:23]>>[CH2:21]([O:7][C:6](=[O:8])[CH2:5][C@H:4]([OH:9])[CH2:3][C:1]#[N:2])[CH:22]([CH3:24])[CH3:23] |f:2.3.4|. Procedure: (R)-4-cyano-3-hydroxybutyric acid (1.0 mol) in isobutanol (500 ml) and conc. sulfuric acid (5 g) were refluxed for 5 hours. The reaction mixture was neutralized with sodium carbonate and filtered. The filtrate was concentrated in vacuo to afford (R)-4-cyano-3-hydroxybutyric acid isobutyl ester (157 g, 92%). The reactants are [Cl-], O=c1cc(C(F)(F)F)ncn1-c1c(Cl)cc([N+](=O)[O-])cc1Cl, Cl, [Na+], [OH-]. The product is Nc1cc(Cl)c(-n2cnc(C(F)(F)F)cc2=O)c(Cl)c1. Reaction SMILES: [Cl-:23].[Cl:1][c:2]1[c:3](-[n:12]2[cH:13][n:14][c:15]([C:19]([F:20])([F:21])[F:22])[cH:16][c:17]2=[O:18])[c:4]([Cl:11])[cH:5][c:6]([N+:8]([O-:9])=[O:10])[cH:7]1.[ClH:26].[Na+:25].[OH-:24]>>[Cl:1][c:2]1[c:3](-[n:12]2[cH:13][n:14][c:15]([C:19]([F:20])([F:21])[F:22])[cH:16][c:17]2=[O:18])[c:4]([Cl:11])[cH:5][c:6]([NH2:8])[cH:7]1.